This data is from the Open Reaction Database (ORD), a public repository of structured organic reaction records. The task is: describe an organic reaction: reactants, conditions, products, and yield Reactants: FC=1C(=NC=CC1)C1=NOC(=N1)C1=CC(=CC(=C1)C#N)F (3-(3-fluoropyrid-2-yl)-5-(3-fluoro-5-cyanophenyl)-1,2,4-oxadiazole), CN(CCCCCOCCCCCN(C)C)C.[K] (potassium 5-dimethylaminopentyloxide), 16-hexaoxacyclooctadecane. Run in CN(C=O)C (N.N-dimethylformamide). The product is CN(CCCCCOC=1C(=NC=CC1)C1=NOC(=N1)C1=CC(=CC(=C1)F)C#N)C (3-(3-(5-Dimethylaminopentyloxy)-pyrid-2-yl)-5-(3-Cyano-5-fluorophenyl)-1,2,4-oxadiazole). RXN SMILES: F[C:2]1[C:3]([C:8]2[N:12]=[C:11]([C:13]3[CH:18]=[C:17]([C:19]#[N:20])[CH:16]=[C:15]([F:21])[CH:14]=3)[O:10][N:9]=2)=[N:4][CH:5]=[CH:6][CH:7]=1.[CH3:22][N:23]([CH3:38])[CH2:24][CH2:25][CH2:26][CH2:27][CH2:28][O:29]CCCCCN(C)C.[K]>CN(C)C=O>[CH3:22][N:23]([CH3:38])[CH2:24][CH2:25][CH2:26][CH2:27][CH2:28][O:29][C:2]1[C:3]([C:8]2[N:12]=[C:11]([C:13]3[CH:14]=[C:15]([F:21])[CH:16]=[C:17]([C:19]#[N:20])[CH:18]=3)[O:10][N:9]=2)=[N:4][CH:5]=[CH:6][CH:7]=1 |f:1.2,^1:38|. Procedure details: Alternatively, treatment of 3-(3-fluoropyrid-2-yl)-5-(3-fluoro-5-cyanophenyl)-1,2,4-oxadiazole with potassium 5-dimethylaminopentyloxide in N.N-dimethylformamide with a catalytic amount of 1, 4, 7, 10, 13, 16-hexaoxacyclooctadecane (18-crown-6) and heating at 110° C. affords crude product. Standard work up and purification by one or more methods, including silica gel chromatography, recystallization, trituration, and reversed-phase high-performance liquid chromatography (RP-HPLC) affords purifie... Reactants: Cl.FC=1C=C(CN2N=CC(=C2)C2=CN(C3=NC=C(C=C32)C3=CC=C(C=C3)C3CCNCC3)S(=O)(=O)C3=CC=C(C)C=C3)C=CC1 (3-(1-(3-fluorobenzyl)-1H-pyrazol-4-yl)-5-(4-(piperidin-4-yl)phenyl)-1-tosyl-1H-pyrrolo[2,3-b]pyridine hydrochloride), C(CC1=CC=CC=C1)N1N=CC(=C1)C1=CN(C2=NC=C(C=C21)C=2C=C(C=CC2)NC2CCN(CC2)C(=O)OC(C)(C)C)S(=O)(=O)C2=CC=C(C)C=C2 (tert-butyl 4-((3-(3-(1-phenethyl-1H-pyrazol-4-yl)-1-tosyl-1H-pyrrolo[2,3-b]pyridin-5-yl)phenyl)amino)piperidine-1-carboxylate), [OH-].[Li+] (lithium hydroxide). Solvent: C1CCOC1.CO.O (THF methanol water). Product: C(CC1=CC=CC=C1)N1N=CC(=C1)C1=CNC2=NC=C(C=C21)C=2C=C(C=CC2)NC2CCN(CC2)C(=O)OC(C)(C)C (tert-butyl 4-((3-(3-(1-phenethyl-1H-pyrazol-4-yl)-1H-pyrrolo[2,3-b]pyridin-5-yl)phenyl)amino)piperidine-1-carboxylate). Yield: 68.0%. RXN SMILES: Cl.FC1C=C(C=CC=1)CN1C=C(C2C3C(=NC=C(C4C=CC(C5CCNCC5)=CC=4)C=3)N(S(C3C=CC(C)=CC=3)(=O)=O)C=2)C=N1.[CH2:46]([N:54]1[CH:58]=[C:57]([C:59]2[C:67]3[C:62](=[N:63][CH:64]=[C:65]([C:68]4[CH:69]=[C:70]([NH:74][CH:75]5[CH2:80][CH2:79][N:78]([C:81]([O:83][C:84]([CH3:87])([CH3:86])[CH3:85])=[O:82])[CH2:77][CH2:76]5)[CH:71]=[CH:72][CH:73]=4)[CH:66]=3)[N:61](S(C3C=CC(C)=CC=3)(=O)=O)[CH:60]=2)[CH:56]=[N:55]1)[CH2:47][C:48]1[CH:53]=[CH:52][CH:51]=[CH:50][CH:49]=1.[OH-].[Li+]>C1COCC1.CO.O>[CH2:46]([N:54]1[CH:58]=[C:57]([C:59]2[C:67]3[C:62](=[N:63][CH:64]=[C:65]([C:68]4[CH:69]=[C:70]([NH:74][CH:75]5[CH2:80][CH2:79][N:78]([C:81]([O:83][C:84]([CH3:87])([CH3:86])[CH3:85])=[O:82])[CH2:77][CH2:76]5)[CH:71]=[CH:72][CH:73]=4)[CH:66]=3)[NH:61][CH:60]=2)[CH:56]=[N:55]1)[CH2:47][C:48]1[CH:49]=[CH:50][CH:51]=[CH:52][CH:53]=1 |f:0.1,3.4,5.6.7|. Procedure: Using similar reaction conditions as described in step-iii of example-1, tert-butyl 4-((3-(3-(1-phenethyl-1H-pyrazol-4-yl)-1-tosyl-1H-pyrrolo[2,3-b]pyridin-5-yl)phenyl)amino)piperidine-1-carboxylate (150 mg, 0.209 mmol) was hydrolyzed by lithium hydroxide (18 mg, 0.418 mmol) in THF/methanol/water (5/1/1 ml) to yield 80 mg (67.7% yield) of the titled compound after column purification using 2% methanol in DCM as eluent. MS: m/z=562.9 (M+1).